From a dataset of the Open Reaction Database (ORD), a public repository of structured organic reaction records. describe an organic reaction: reactants, conditions, products, and yield Reactants: ClC(Cl)Cl, O=C(O)C(F)(F)F, COc1ccc(N(C(=O)CN2C=CN(c3ccccc3)C(=O)C(=Cc3nn(C(=O)OC(C)(C)C)c4ccccc34)C2=O)C(C)C)cc1. The product is COc1ccc(N(C(=O)CN2C=CN(c3ccccc3)C(=O)C(=Cc3n[nH]c4ccccc34)C2=O)C(C)C)cc1. Reaction SMILES: [Cl:55][CH:56]([Cl:57])[Cl:58].[F:48][C:49]([F:50])([F:51])[C:52]([OH:53])=[O:54].[O:1]=[C:2]1[N:3]([CH2:33][C:34](=[O:35])[N:36]([c:37]2[cH:38][cH:39][c:40]([O:43][CH3:44])[cH:41][cH:42]2)[CH:45]([CH3:46])[CH3:47])[CH:4]=[CH:5][N:6]([c:27]2[cH:28][cH:29][cH:30][cH:31][cH:32]2)[C:7](=[O:26])[C:8]1=[CH:9][c:10]1[n:11][n:12]([C:19]([O:20][C:21]([CH3:22])([CH3:23])[CH3:24])=[O:25])[c:13]2[cH:14][cH:15][cH:16][cH:17][c:18]12>>[O:1]=[C:2]1[N:3]([CH2:33][C:34](=[O:35])[N:36]([c:37]2[cH:38][cH:39][c:40]([O:43][CH3:44])[cH:41][cH:42]2)[CH:45]([CH3:46])[CH3:47])[CH:4]=[CH:5][N:6]([c:27]2[cH:28][cH:29][cH:30][cH:31][cH:32]2)[C:7](=[O:26])[C:8]1=[CH:9][c:10]1[n:11][nH:12][c:13]2[cH:14][cH:15][cH:16][cH:17][c:18]12. The reactants are O=C([O-])[O-], C1COCCO1, [Cs+], [Cs+], [Cu]I, Ic1ccccc1, NC1CCCCC1N, O=C1CCc2c(cccc2C2OCCO2)N1. The product is O=C1CCc2c(C3OCCO3)cccc2N1c1ccccc1. RXN SMILES: [C:32](=[O:33])([O-:34])[O-:35].[CH2:38]1[O:39][CH2:40][CH2:41][O:42][CH2:43]1.[Cs+:36].[Cs+:37].[Cu:44][I:45].[I:17][c:18]1[cH:19][cH:20][cH:21][cH:22][cH:23]1.[NH2:24][CH:25]1[CH2:26][CH2:27][CH2:28][CH2:29][CH:30]1[NH2:31].[O:1]1[CH:2]([c:6]2[c:7]3[c:12]([cH:13][cH:14][cH:15]2)[NH:11][C:10](=[O:16])[CH2:9][CH2:8]3)[O:3][CH2:4][CH2:5]1>>[O:1]1[CH:2]([c:6]2[c:7]3[c:12]([cH:13][cH:14][cH:15]2)[N:11]([c:18]2[cH:19][cH:20][cH:21][cH:22][cH:23]2)[C:10](=[O:16])[CH2:9][CH2:8]3)[O:3][CH2:4][CH2:5]1.